From a dataset of the Open Reaction Database (ORD), a public repository of structured organic reaction records. describe an organic reaction: reactants, conditions, products, and yield Starting materials: C1=CC2=C1C=CC(=C2)N2C(C=1C(C2=O)=CC(=CC1)C#C[Si](C)(C)C)=O (N-4-benzocyclobutenyl 4-trimethylsilylethynyl phthalimide), C([O-])([O-])=O.[K+].[K+] (potassium carbonate). Run at time 3 hour. Yields the product C1=CC2=C1C=CC(=C2)N2C(C=1C(C2=O)=CC(=CC1)C#C)=O (N-4-benzocyclobutenyl 4-ethynylphthalimide). As a reaction SMILES: [CH:1]1[C:4]2[CH:5]=[CH:6][C:7]([N:9]3[C:13](=[O:14])[C:12]4=[CH:15][C:16]([C:19]#[C:20][Si](C)(C)C)=[CH:17][CH:18]=[C:11]4[C:10]3=[O:25])=[CH:8][C:3]=2[CH:2]=1.C(=O)([O-])[O-].[K+].[K+]>>[CH:1]1[C:4]2[CH:5]=[CH:6][C:7]([N:9]3[C:13](=[O:14])[C:12]4=[CH:15][C:16]([C:19]#[CH:20])=[CH:17][CH:18]=[C:11]4[C:10]3=[O:25])=[CH:8][C:3]=2[CH:2]=1 |f:1.2.3|. Procedure: A mixture of N-4-benzocyclobutenyl 4-trimethylsilylethynyl phthalimide (3.95 g, 11.4 mmol) and potassium carbonate (0.50 g, 3.62 mmol) was stirred in 100 ml of anhydrous methol under N2 at room temperature for about 3 hours. The solvent was then removed, and the residue was treated with 75 ml of H2O and 50 ml CH2Cl2. The methylene chloride layer was separated and the aqueous layer was extracted with CH2Cl2 (2×50 ml). The combined extract was dried over MgSO4, and then filtered through a bed of s... The reactants are 62.2, ClC1=C(C(=NC=N1)NCC1=NC=CC=C1)N (6-chloro-N4 -(2-pyridinylmethyl)-4,5-pyrimidinediamine), S1C=CC=C1 (thiophene), [O-2].[Ca+2] (calcium oxide), [H][H] (hydrogen). Reagents/catalysts: [Pd] (palladium-on-charcoal). Run in CO (methanol), CO (methanol). Product: 63.5, N1=C(C=CC=C1)CNC1=NC=NC=C1N (N4 -(2-pyridinylmethyl)-4,5-pyrimidinediamine). Isolated yield 100.0%. RXN SMILES: Cl[C:2]1[N:7]=[CH:6][N:5]=[C:4]([NH:8][CH2:9][C:10]2[CH:15]=[CH:14][CH:13]=[CH:12][N:11]=2)[C:3]=1[NH2:16].S1C=CC=C1.[O-2].[Ca+2].[H][H]>CO.[Pd]>[N:11]1[CH:12]=[CH:13][CH:14]=[CH:15][C:10]=1[CH2:9][NH:8][C:4]1[C:3]([NH2:16])=[CH:2][N:7]=[CH:6][N:5]=1 |f:2.3|. Reported procedure: A mixture of 62.2 parts of 6-chloro-N4 -(2-pyridinylmethyl)-4,5-pyrimidinediamine, 3 parts of a solution of thiophene in methanol 4%, 20 parts of calcium oxide and 400 parts of methanol was hydrogenated at normal pressure and at 50° C. with 5 parts of palladium-on-charcoal catalyst 10%. After the calculated amount of hydrogen was taken up, the catalyst was filtered off and the filtrate was evaporated, yielding 63.5 parts (100%) of N4 -(2-pyridinylmethyl)-4,5-pyrimidinediamine as a residue (inter... Reactants: ClC=1N(C(C=2N(C(=NC2N1)N1CCN(CC1)C(=O)OC(C)(C)C)C1=C(C=CC=C1)Cl)=O)C (t-butyl 4-[2-chloro-7-(2-chlorophenyl)-1-methyl-6-oxo-6,7-dihydro-1H-purin-8-yl]piperazine-1-carboxylate), C(CO)(=O)OCC (ethyl glycolate), [H-].[Na+] (sodium hydride). The solvent is C(C)(=O)OCC (ethyl acetate), CN1C(CCC1)=O (N-methylpyrrolidone). Run at time 2 hour. Product: ClC1=C(C=CC=C1)N1C(=NC=2N=C(N(C(C12)=O)C)OCC(=O)OCC)N1CCN(CC1)C(=O)OC(C)(C)C (t-butyl 4-[7-(2-chlorophenyl)-2-ethoxycarbonylmethoxy-1-methyl-6-oxo-6,7-dihydro-1H-purin-8-yl]piperazine-1-carboxylate). Isolated yield 210.3%. RXN SMILES: Cl[C:2]1[N:3]([CH3:32])[C:4](=[O:31])[C:5]2[N:6]([C:24]3[CH:29]=[CH:28][CH:27]=[CH:26][C:25]=3[Cl:30])[C:7]([N:11]3[CH2:16][CH2:15][N:14]([C:17]([O:19][C:20]([CH3:23])([CH3:22])[CH3:21])=[O:18])[CH2:13][CH2:12]3)=[N:8][C:9]=2[N:10]=1.[C:33]([O:37][CH2:38][CH3:39])(=[O:36])[CH2:34][OH:35].[H-].[Na+]>CN1CCCC1=O.C(OCC)(=O)C>[Cl:30][C:25]1[CH:26]=[CH:27][CH:28]=[CH:29][C:24]=1[N:6]1[C:5]2[C:4](=[O:31])[N:3]([CH3:32])[C:2]([O:35][CH2:34][C:33]([O:37][CH2:38][CH3:39])=[O:36])=[N:10][C:9]=2[N:8]=[C:7]1[N:11]1[CH2:16][CH2:15][N:14]([C:17]([O:19][C:20]([CH3:22])([CH3:21])[CH3:23])=[O:18])[CH2:13][CH2:12]1 |f:2.3|. Procedure details: 10 mg of t-butyl 4-[2-chloro-7-(2-chlorophenyl)-1-methyl-6-oxo-6,7-dihydro-1H-purin-8-yl]piperazine-1-carboxylate and 10 mg of ethyl glycolate were dissolved in 0.2 ml of N-methylpyrrolidone, and 10 mg of sodium hydride was added thereto. The mixture was stirred at room temperature for 2 hours. The reaction solution was dissolved in ethyl acetate, and the mixture was washed with 1N hydrochloric acid. Thus, 24 mg of t-butyl 4-[7-(2-chlorophenyl)-2-ethoxycarbonylmethoxy-1-methyl-6-oxo-6,7-dihydro-... Reactants: N1=C(C=CC=C1)C=O (2-pyridinecarboxaldehyde), C1CCOC1 (THF), [NH4+].[Cl-] (NH4Cl), CS(=O)C (DMSO), [H-].[Na+] (sodium hydride), oil, triethylphosphonoacetate, C1CCOC1 (THF). Conditions: time 20 minute. Product: N1=C(C=CC=C1)/C=C/C(=O)OCC ((E)-Ethyl 3-(2-pyridyl)-propenoate). Reaction SMILES: [H-].[Na+].[N:3]1[CH:8]=[CH:7][CH:6]=[CH:5][C:4]=1[CH:9]=O.CS(C)=[O:13].[NH4+].[Cl-].[CH2:17]1[CH2:21][O:20][CH2:19][CH2:18]1>>[N:3]1[CH:8]=[CH:7][CH:6]=[CH:5][C:4]=1/[CH:9]=[CH:18]/[C:19]([O:20][CH2:21][CH3:17])=[O:13] |f:0.1,4.5|. Procedure: An 80% dipersion of sodium hydride in oil (1.31 g, 43.5 mmol, 1.15 eq) was added portionwise (~10 min) to a solution of triethylphosphonoacetate (8.26 mL, 41.6 mmol, 1.1 eq) in dry THF (160 mL) at 0° C. After 20 min., a solution of 2-pyridinecarboxaldehyde (4.05 g, 37.8 mmol) in dry THF (80 mL) was added dropwise (20 min.) at 0° C. Dry DMSO (20 mL) was added to dissolve solids formed during the addition. After 15 min., at 0° C., the mixture was poured into a cold saturated solution of NH4Cl. The... Procedure details: A mixture of 2-(4-bromo-2,6-dimethylphenoxy)ethanol (0.65 g), 4-carboxyphenylboronic acid (0.87 g), tetrakis(triphenylphosphine)palladium(0) (0.15 g), cesium fluoride (2.40 g), 1,4-dioxane (7.5 mL), ethanol (2.5 mL) and water (1.5 mL) was stirred at 90° C. overnight under an atmosphere of argon. Water and ethyl acetate were added to the reaction mixture. The organic layer was separated, washed with water and brine, and dried over anhydrous magnesium sulfate. The solvent was evaporated under redu... The solvent is C(C)(=O)OCC (ethyl acetate), O (Water), O (water), C(C)O (ethanol). Run at temperature 90 celsius, time 8 hour. Product: OCCOC1=C(C=C(C=C1C)C1=CC=C(C=C1)C(=O)O)C (4′-(2-Hydroxyethoxy}-3′,5′-dimethylbiphenyl-4-carboxylic acid). As a reaction SMILES: Br[C:2]1[CH:11]=[C:10]([CH3:12])[C:5]([O:6][CH2:7][CH2:8][OH:9])=[C:4]([CH3:13])[CH:3]=1.[C:14]([C:17]1[CH:22]=[CH:21][C:20](B(O)O)=[CH:19][CH:18]=1)([OH:16])=[O:15].[F-].[Cs+].O1CCOCC1>C1C=CC([P]([Pd]([P](C2C=CC=CC=2)(C2C=CC=CC=2)C2C=CC=CC=2)([P](C2C=CC=CC=2)(C2C=CC=CC=2)C2C=CC=CC=2)[P](C2C=CC=CC=2)(C2C=CC=CC=2)C2C=CC=CC=2)(C2C=CC=CC=2)C2C=CC=CC=2)=CC=1.C(OCC)(=O)C.O.C(O)C>[OH:9][CH2:8][CH2:7][O:6][C:5]1[C:10]([CH3:12])=[CH:11][C:2]([C:20]2[CH:21]=[CH:22][C:17]([C:14]([OH:16])=[O:15])=[CH:18][CH:19]=2)=[CH:3][C:4]=1[CH3:13] |f:2.3,^1:37,39,58,77|. The yield is 38.2%. Reactants: BrC1=CC(=C(OCCO)C(=C1)C)C (2-(4-bromo-2,6-dimethylphenoxy)ethanol), C(=O)(O)C1=CC=C(C=C1)B(O)O (4-carboxyphenylboronic acid), [F-].[Cs+] (cesium fluoride), O1CCOCC1 (1,4-dioxane). Reagents/catalysts: C=1C=CC(=CC1)[P](C=2C=CC=CC2)(C=3C=CC=CC3)[Pd]([P](C=4C=CC=CC4)(C=5C=CC=CC5)C=6C=CC=CC6)([P](C=7C=CC=CC7)(C=8C=CC=CC8)C=9C=CC=CC9)[P](C=1C=CC=CC1)(C=1C=CC=CC1)C=1C=CC=CC1 (tetrakis(triphenylphosphine)palladium(0)).